From a dataset of the Open Reaction Database (ORD), a public repository of structured organic reaction records. describe an organic reaction: reactants, conditions, products, and yield The reactants are [N+](=O)([O-])C1=CC=C(OC(C(=O)N)(C)C)C=C1 (2-(4-nitrophenoxy)-2-methylpropanamide). Reagents/catalysts: [Pd] (Pd—C). Run in CO (methanol). The product is NC1=CC=C(OC(C(=O)N)(C)C)C=C1 (2-(4-aminophenoxy)-2-methylpropanamide), ( 52 ). As a reaction SMILES: [N+:1]([C:4]1[CH:16]=[CH:15][C:7]([O:8][C:9]([CH3:14])([CH3:13])[C:10]([NH2:12])=[O:11])=[CH:6][CH:5]=1)([O-])=O>CO.[Pd]>[NH2:1][C:4]1[CH:5]=[CH:6][C:7]([O:8][C:9]([CH3:14])([CH3:13])[C:10]([NH2:12])=[O:11])=[CH:15][CH:16]=1. Procedure details: 2-(4-Nitrophenoxy)-2-methylpropanamide (51) was dissolved in methanol (50 mL) and to the solution was added 10% Pd—C (500 mg). The reaction mixture was reacted under hydrogen atmosphere (40 psi) for 1 hour. The catalyst was then filtered off over Celite. The filtrate was evaporated under reduced pressure to give 2-(4-aminophenoxy)-2-methylpropanamide as a white solid (52). The reactants are C([O-])([O-])=O.[Na+].[Na+] (sodium carbonate), BrC=1N(C(=NN1)SC(C(=O)OC(C)(C)C)(C)C)C1=CC=C(C2=CC=CC=C12)C1CC1 (tert-butyl 2-(5-bromo-4-(4-cyclopropylnaphthalen-1-yl)-4H-1,2,4-triazol-3-ylthio)-2-methylpropanoate), C1(=CC=CC=C1)B(O)O (phenylboronic acid). The reagents and catalysts are C=1C=CC(=CC1)[P](C=2C=CC=CC2)(C=3C=CC=CC3)[Pd]([P](C=4C=CC=CC4)(C=5C=CC=CC5)C=6C=CC=CC6)([P](C=7C=CC=CC7)(C=8C=CC=CC8)C=9C=CC=CC9)[P](C=1C=CC=CC1)(C=1C=CC=CC1)C=1C=CC=CC1 (Pd(PPh3)4). Run in C1(=CC=CC=C1)C (toluene), C1CCOC1 (THF). Reaction conditions: temperature 90 celsius. Yields the product C1(CC1)C1=CC=C(C2=CC=CC=C12)N1C(=NN=C1C1=CC=CC=C1)SC(C(=O)OC(C)(C)C)(C)C (tert-butyl 2-(4-(4-cyclopropylnaphthalen-1-yl)-5-phenyl-4H-1,2,4-triazol-3-ylthio)-2-methylpropanoate). Yield: 73.7%. As a reaction SMILES: C(=O)([O-])[O-].[Na+].[Na+].Br[C:8]1[N:9]([C:24]2[C:33]3[C:28](=[CH:29][CH:30]=[CH:31][CH:32]=3)[C:27]([CH:34]3[CH2:36][CH2:35]3)=[CH:26][CH:25]=2)[C:10]([S:13][C:14]([CH3:23])([CH3:22])[C:15]([O:17][C:18]([CH3:21])([CH3:20])[CH3:19])=[O:16])=[N:11][N:12]=1.[C:37]1(B(O)O)[CH:42]=[CH:41][CH:40]=[CH:39][CH:38]=1>C1(C)C=CC=CC=1.C1COCC1.C1C=CC([P]([Pd]([P](C2C=CC=CC=2)(C2C=CC=CC=2)C2C=CC=CC=2)([P](C2C=CC=CC=2)(C2C=CC=CC=2)C2C=CC=CC=2)[P](C2C=CC=CC=2)(C2C=CC=CC=2)C2C=CC=CC=2)(C2C=CC=CC=2)C2C=CC=CC=2)=CC=1>[CH:34]1([C:27]2[C:28]3[C:33](=[CH:32][CH:31]=[CH:30][CH:29]=3)[C:24]([N:9]3[C:8]([C:37]4[CH:42]=[CH:41][CH:40]=[CH:39][CH:38]=4)=[N:12][N:11]=[C:10]3[S:13][C:14]([CH3:23])([CH3:22])[C:15]([O:17][C:18]([CH3:21])([CH3:20])[CH3:19])=[O:16])=[CH:25][CH:26]=2)[CH2:36][CH2:35]1 |f:0.1.2,^1:61,63,82,101|. Procedure: Aqueous sodium carbonate solution (1M, 614 μL, 0.614 mmol) was added to a solution of tert-butyl 2-(5-bromo-4-(4-cyclopropylnaphthalen-1-yl)-4H-1,2,4-triazol-3-ylthio)-2-methylpropanoate (60 mg, 0.123 mmol), phenylboronic acid (17 mg, 0.135 mmol) and Pd(PPh3)4 (28 mg, 0.024 mmol) in toluene (2 mL) and THF (1 mL). The mixture was bubbled under nitrogen for 5 mins and then heated to 90° C. under nitrogen for 20 hours. After cooling to room temp, water (20 mL) was added and the aqueous layer extrac... Starting materials: COc1ccc2c(c1OC)CCC(=O)C2, COc1cc(C=O)c([N+](=O)[O-])cc1OC. Yields the product COc1cc(C=C2C(=O)CCc3c2ccc(OC)c3OC)c([N+](=O)[O-])cc1OC. RXN SMILES: [CH3:1][O:2][c:3]1[c:4]2[c:9]([cH:10][cH:11][c:12]1[O:13][CH3:14])[CH2:8][C:7](=[O:15])[CH2:6][CH2:5]2.[N+:16](=[O:17])([O-:18])[c:19]1[c:20]([CH:21]=[O:22])[cH:23][c:24]([O:29][CH3:30])[c:25]([O:27][CH3:28])[cH:26]1>>[CH3:1][O:2][c:3]1[c:4]2[c:9]([cH:10][cH:11][c:12]1[O:13][CH3:14])[C:8](=[CH:21][c:20]1[c:19]([N+:16](=[O:17])[O-:18])[cH:26][c:25]([O:27][CH3:28])[c:24]([O:29][CH3:30])[cH:23]1)[C:7](=[O:15])[CH2:6][CH2:5]2. Yields the product CNC(=O)ON(Cc1ccc(OCc2ccccc2)cc1)C(C)=O. Reaction SMILES: [CH2:1]([c:2]1[cH:3][cH:4][cH:5][cH:6][cH:7]1)[O:8][c:9]1[cH:10][cH:11][c:12]([CH2:13][N:14]([OH:15])[C:16]([CH3:17])=[O:18])[cH:19][cH:20]1.[CH3:21][N:22]=[C:23]=[O:24].[N:25]12[CH2:26][CH2:27][CH2:28][N:29]=[C:30]1[CH2:31][CH2:32][CH2:33][CH2:34][CH2:35]2.[O:36]1[CH2:37][CH2:38][CH2:39][CH2:40]1>>[CH2:1]([c:2]1[cH:3][cH:4][cH:5][cH:6][cH:7]1)[O:8][c:9]1[cH:10][cH:11][c:12]([CH2:13][N:14]([O:15][C:23]([NH:22][CH3:21])=[O:24])[C:16]([CH3:17])=[O:18])[cH:19][cH:20]1. Starting materials: CC(=O)N(O)Cc1ccc(OCc2ccccc2)cc1, CN=C=O, C1CCC2=NCCCN2CC1, C1CCOC1. The reactants are C=1(C=NN2C1C1=C(C=C2)OCC1)C(=O)OCC (ethyl 8,9-dihydrofuro[3,2-c]pyrazolo[1,5-a]pyridine-1-carboxylate), [H-].[Al+3].[Li+].[H-].[H-].[H-] (lithium aluminum hydride), O.O.O.O.O.O.O.O.O.O.S(=O)(=O)([O-])[O-].[Na+].[Na+] (Sodium sulfate decahydrate). Solvent: O1CCCC1 (tetrahydrofuran), O1CCCC1 (tetrahydrofuran). Conditions: time 30 minute. Yields the product C=1(C=NN2C1C1=C(C=C2)OCC1)CO (8,9-dihydrofuro[3,2-c]pyrazolo[1,5-a]pyridin-1-ylmethanol). Isolated yield 83.6%. RXN SMILES: [H-].[Al+3].[Li+].[H-].[H-].[H-].[C:7]1([C:19](OCC)=[O:20])[CH:8]=[N:9][N:10]2[CH:15]=[CH:14][C:13]3[O:16][CH2:17][CH2:18][C:12]=3[C:11]=12.O.O.O.O.O.O.O.O.O.O.S([O-])([O-])(=O)=O.[Na+].[Na+]>O1CCCC1>[C:7]1([CH2:19][OH:20])[CH:8]=[N:9][N:10]2[CH:15]=[CH:14][C:13]3[O:16][CH2:17][CH2:18][C:12]=3[C:11]=12 |f:0.1.2.3.4.5,7.8.9.10.11.12.13.14.15.16.17.18.19|. Procedure: To a suspension of 80% lithium aluminum hydride (760 mg, 16.4 mmol) in tetrahydrofuran (40 mL) was added a solution of ethyl 8,9-dihydrofuro[3,2-c]pyrazolo[1,5-a]pyridine-1-carboxylate (950 mg, 4.09 mmol) in tetrahydrofuran (40 mL) under ice-cooling, and the mixture was stirred at room temperature for 30 min. Sodium sulfate decahydrate (10 g) was added under ice-cooling, and the insoluble material was filtered off. The filtrate was concentrated under reduced pressure, and the residue was washed ...